This data is from the Open Reaction Database (ORD), a public repository of structured organic reaction records. The task is: describe an organic reaction: reactants, conditions, products, and yield Starting materials: O (water), [H-].[Na+] (sodium hydride), 37, ClC1=C(C=CC(=C1)Cl)CC#N (2,4-dichlorobenzeneacetonitrile), 56, BrC1=CC=C(C=C1)OCCBr (1-bromo-4-(2-bromoethoxy)benzene). Run in CS(=O)C (dimethylsulfoxide), CS(=O)C (dimethylsulfoxide), CS(=O)C (dimethylsulfoxide). Run at time 30 minute. The product is 38, BrC1=CC=C(OCCC(C#N)C2=C(C=C(C=C2)Cl)Cl)C=C1 (α-[2-(4-bromophenoxy)ethyl]-2,4-dichlorobenzeneacetonitrile). Reaction SMILES: O.[H-].[Na+].[Cl:4][C:5]1[CH:10]=[C:9]([Cl:11])[CH:8]=[CH:7][C:6]=1[CH2:12][C:13]#[N:14].[Br:15][C:16]1[CH:21]=[CH:20][C:19]([O:22][CH2:23][CH2:24]Br)=[CH:18][CH:17]=1>CS(C)=O>[Br:15][C:16]1[CH:21]=[CH:20][C:19]([O:22][CH2:23][CH2:24][CH:12]([C:6]2[CH:7]=[CH:8][C:9]([Cl:11])=[CH:10][C:5]=2[Cl:4])[C:13]#[N:14])=[CH:18][CH:17]=1 |f:1.2|. Reported procedure: To a stirred and cooled (water-bath) suspension of 7 parts of a sodium hydride dispersion 78% and 75 parts of dimethylsulfoxide is added dropwise, during a 30 minutes-period, a solution of 37 parts of 2,4-dichlorobenzeneacetonitrile in 100 parts of dimethylsulfoxide. The whole is stirred for 30 minutes while cooling in a water-bath. Then there is added dropwise, during a 30 minutes-period, a solution of 56 parts of 1-bromo-4-(2-bromoethoxy)benzene in 125 parts of dimethylsulfoxide and stirring i...